describe an organic reaction: reactants, conditions, products, and yield From a dataset of the Open Reaction Database (ORD), a public repository of structured organic reaction records. Reactants: C(C1=CC=CC=C1)N1C(=C(C2=CC=C(C=C12)C=O)C(=O)NCC1=CC(=C(C=C1)F)F)C(C)C (1-benzyl-N-(3,4-difluorobenzyl)-6-formyl-2-isopropyl-1H-indole-3-carboxamide), N1=CC=CC=C1 (pyridine), C(C1=CC=CC=C1)N1C(=C(C2=CC=C(C=C12)C=O)C(=O)NCC1=CC(=C(C=C1)F)F)C(C)C (1-benzyl-N-(3,4-difluorobenzyl)-6-formyl-2-isopropyl-1H-indole-3-carboxamide), Cl.NO (hydroxylamine hydrochloride). Run in CO (MeOH). Run at temperature 65 celsius, time 12 hour. The product is C(C1=CC=CC=C1)N1C(=C(C2=CC=C(C=C12)/C=N/O)C(=O)NCC1=CC(=C(C=C1)F)F)C(C)C ((E)-1-Benzyl-N-(3,4-difluorobenzyl)-6-((hydroxyimino)methyl)-2-isopropyl-1H-indole-3-carboxamide). As a reaction SMILES: [CH2:1]([N:8]1[C:16]2[C:11](=[CH:12][CH:13]=[C:14]([CH:17]=O)[CH:15]=2)[C:10]([C:19]([NH:21][CH2:22][C:23]2[CH:28]=[CH:27][C:26]([F:29])=[C:25]([F:30])[CH:24]=2)=[O:20])=[C:9]1[CH:31]([CH3:33])[CH3:32])[C:2]1[CH:7]=[CH:6][CH:5]=[CH:4][CH:3]=1.Cl.[NH2:35][OH:36].N1C=CC=CC=1>CO>[CH2:1]([N:8]1[C:16]2[C:11](=[CH:12][CH:13]=[C:14](/[CH:17]=[N:35]/[OH:36])[CH:15]=2)[C:10]([C:19]([NH:21][CH2:22][C:23]2[CH:28]=[CH:27][C:26]([F:29])=[C:25]([F:30])[CH:24]=2)=[O:20])=[C:9]1[CH:31]([CH3:33])[CH3:32])[C:2]1[CH:7]=[CH:6][CH:5]=[CH:4][CH:3]=1 |f:1.2|. Procedure: To a solution of 1-benzyl-N-(3,4-difluorobenzyl)-6-formyl-2-isopropyl-1H-indole-3-carboxamide (Compound 53, 12 mg, 0.027 mmol) in MeOH (6 ml) was hydroxylamine hydrochloride (6.0 mg, 0.081 mmol) and pyridine (3 mg, 0.16 mmol). The mixture was stirred at 65° C. for 12 h, and then added concentrated in vacuo. The residue was purified by chromatography on silica gel (0→40% EtOAc-hexanes) to yield the title compound as a white solid. Starting materials: C(C)OC(=O)CN1C(CCN(C2=C1C=CC=C2)C(C2=CC=C(C=C2)NC(C2=C(C=CC=C2)C2=CC=C(C=C2)C)=O)=O)=O (1-ethoxycarbonylmethyl-5-{4-[2-(4methylphenyl)benzoylamino]benzoyl}-1,3,4,5-tetrahydro-1,5-benzodiazepin-2(2H)-one), [OH-].[Na+] (sodium hydroxide). The solvent is C(C)O (ethanol). Reaction conditions: time 1 hour. The product is C(=O)(O)CN1C(CCN(C2=C1C=CC=C2)C(C2=CC=C(C=C2)NC(C2=C(C=CC=C2)C2=CC=C(C=C2)C)=O)=O)=O (1-carboxymethyl-5-{4-[2-(4methylphenyl)benzoylamino]benzoyl}-1,3,4,5-tetrahydro-1,5-benzodiazepin-2(2H)-one). The yield is 95.2%. Reaction SMILES: C([O:3][C:4]([CH2:6][N:7]1[C:13]2[CH:14]=[CH:15][CH:16]=[CH:17][C:12]=2[N:11]([C:18](=[O:41])[C:19]2[CH:24]=[CH:23][C:22]([NH:25][C:26](=[O:40])[C:27]3[CH:32]=[CH:31][CH:30]=[CH:29][C:28]=3[C:33]3[CH:38]=[CH:37][C:36]([CH3:39])=[CH:35][CH:34]=3)=[CH:21][CH:20]=2)[CH2:10][CH2:9][C:8]1=[O:42])=[O:5])C.[OH-].[Na+]>C(O)C>[C:4]([CH2:6][N:7]1[C:13]2[CH:14]=[CH:15][CH:16]=[CH:17][C:12]=2[N:11]([C:18](=[O:41])[C:19]2[CH:20]=[CH:21][C:22]([NH:25][C:26](=[O:40])[C:27]3[CH:32]=[CH:31][CH:30]=[CH:29][C:28]=3[C:33]3[CH:38]=[CH:37][C:36]([CH3:39])=[CH:35][CH:34]=3)=[CH:23][CH:24]=2)[CH2:10][CH2:9][C:8]1=[O:42])([OH:5])=[O:3] |f:1.2|. Procedure details: The mixture of 1-ethoxycarbonylmethyl-5-{4-[2-(4methylphenyl)benzoylamino]benzoyl}-1,3,4,5-tetrahydro-1,5-benzodiazepin-2(2H)-one (240 mg), 1N sodium hydroxide aqueous solution (2 ml) and ethanol (5 ml) was stirred for 1 hour at ambient temperature. The reaction was quenched with 1N hydrochloric acid (2 ml) and ethanol was removed. The residue was diluted with ethyl acetate and the solution was washed with brine, and the solution was dried over magnesium sulfate. Filtering and the removal of sol... The reactants are CC(=O)O, CO, COC(=O)c1ccc(C#Cc2cncc(C3CCCN3C)c2)cc1, [K+], [OH-]. Product: CN1CCCC1c1cncc(C#Cc2ccc(C(=O)O)cc2)c1. RXN SMILES: [C:27]([OH:28])(=[O:29])[CH3:30].[CH3:31][OH:32].[CH3:3][N:4]1[CH:5]([c:9]2[cH:10][c:11]([C:15]#[C:16][c:17]3[cH:18][cH:19][c:20]([C:21](=[O:22])[O:23][CH3:24])[cH:25][cH:26]3)[cH:12][n:13][cH:14]2)[CH2:6][CH2:7][CH2:8]1.[K+:2].[OH-:1]>>[CH3:3][N:4]1[CH:5]([c:9]2[cH:10][c:11]([C:15]#[C:16][c:17]3[cH:18][cH:19][c:20]([C:21](=[O:22])[OH:23])[cH:25][cH:26]3)[cH:12][n:13][cH:14]2)[CH2:6][CH2:7][CH2:8]1. Reactants: [K+], [K+], Nc1c(Nc2cccnc2)c(=O)c1=O, O=C([O-])[O-], CC(C)(C)C(NC(=O)c1cccc(Cl)c1)n1nnc2ccccc21. Product: CC(C)(C)C(NC(=O)c1cccc(Cl)c1)Nc1c(Nc2cccnc2)c(=O)c1=O. RXN SMILES: [K+:39].[K+:40].[NH2:1][c:2]1[c:3](=[O:14])[c:4](=[O:13])[c:5]1[NH:6][c:7]1[cH:8][n:9][cH:10][cH:11][cH:12]1.[O-:41][C:42]([O-:43])=[O:44].[n:15]1([CH:24]([C:25]([CH3:26])([CH3:27])[CH3:28])[NH:29][C:30]([c:31]2[cH:32][c:33]([Cl:37])[cH:34][cH:35][cH:36]2)=[O:38])[c:16]2[cH:17][cH:18][cH:19][cH:20][c:21]2[n:22][n:23]1>>[NH:1]([c:2]1[c:3](=[O:14])[c:4](=[O:13])[c:5]1[NH:6][c:7]1[cH:8][n:9][cH:10][cH:11][cH:12]1)[CH:24]([C:25]([CH3:26])([CH3:27])[CH3:28])[NH:29][C:30]([c:31]1[cH:32][c:33]([Cl:37])[cH:34][cH:35][cH:36]1)=[O:38]. The reactants are Cc1cc(C)cc(N=C=O)c1, COC(=O)C(CSCC(CC(=O)O)C(=O)c1cccnc1)NC(=O)OCC1c2ccccc2-c2ccccc21. Product: COC(=O)C(CSCC(CC(=O)O)C(=O)c1cccnc1)NC(=O)Nc1cc(C)cc(C)c1. Reaction SMILES: [CH3:40][c:41]1[cH:42][c:43]([N:48]=[C:49]=[O:50])[cH:44][c:45]([CH3:47])[cH:46]1.[cH:1]1[c:2]2[c:12]([cH:13][cH:14][cH:15]1)-[c:7]1[c:6]([cH:11][cH:10][cH:9][cH:8]1)[CH:3]2[CH2:4][O:5][C:16](=[O:17])[NH:18][CH:19]([CH2:20][S:21][CH2:22][CH:23]([CH2:24][C:25](=[O:26])[OH:27])[C:28]([c:29]1[cH:30][n:31][cH:32][cH:33][cH:34]1)=[O:35])[C:36](=[O:37])[O:38][CH3:39]>>[C:16](=[O:17])([NH:18][CH:19]([CH2:20][S:21][CH2:22][CH:23]([CH2:24][C:25](=[O:26])[OH:27])[C:28]([c:29]1[cH:30][n:31][cH:32][cH:33][cH:34]1)=[O:35])[C:36](=[O:37])[O:38][CH3:39])[NH:48][c:43]1[cH:42][c:41]([CH3:40])[cH:46][c:45]([CH3:47])[cH:44]1. The reactants are O=C(Sc1ccccc1)N(O)C1c2ccccc2Oc2ccccc21, Nc1cccc2c1Sc1ccccc1O2, NC(Cl)=[SH]c1ccccc1. The product is O=C(Nc1cccc2c1Sc1ccccc1O2)Sc1ccccc1. Reaction SMILES: [OH:26][N:27]([C:28]([S:29][c:30]1[cH:31][cH:32][cH:33][cH:34][cH:35]1)=[O:36])[CH:37]1[c:38]2[cH:39][cH:40][cH:41][cH:42][c:43]2[O:44][c:45]2[c:46]1[cH:47][cH:48][cH:49][cH:50]2.[c:11]1([NH2:25])[cH:12][cH:13][cH:14][c:15]2[c:24]1[S:23][c:22]1[c:17]([cH:18][cH:19][cH:20][cH:21]1)[O:16]2.[c:1]1([SH:2]=[C:3]([Cl:4])[NH2:5])[cH:6][cH:7][cH:8][cH:9][cH:10]1>>[c:11]1([NH:25][C:28]([S:29][c:30]2[cH:31][cH:32][cH:33][cH:34][cH:35]2)=[O:36])[cH:12][cH:13][cH:14][c:15]2[c:24]1[S:23][c:22]1[c:17]([cH:18][cH:19][cH:20][cH:21]1)[O:16]2.